Dataset: the Open Reaction Database (ORD), a public repository of structured organic reaction records. Task: describe an organic reaction: reactants, conditions, products, and yield Starting materials: C(C1=CC=CC=C1)NS(=O)(=O)C1=C(C(=CC=C1Cl)[N+](=O)[O-])C(C)=O (N-benzyl-2-acetyl-6-chloro-3-nitrobenzenesulfonamide), Cl[Si](C)(C)C (chlorotrimethylsilane), C(C)O (ethanol). Reagents/catalysts: S(O)(O)(=O)=O (sulfuric acid). The product is C(C1=CC=CC=C1)NS(=O)(=O)C1=C(C(=CC=C1Cl)[N+](=O)[O-])O (N-Benzyl-6-chloro-2-hydroxy-3-nitrobenzenesulfonamide). Yield: 94.0%. RXN SMILES: [CH2:1]([NH:8][S:9]([C:12]1[C:17]([Cl:18])=[CH:16][CH:15]=[C:14]([N+:19]([O-:21])=[O:20])[C:13]=1C(=O)C)(=[O:11])=[O:10])[C:2]1[CH:7]=[CH:6][CH:5]=[CH:4][CH:3]=1.Cl[Si](C)(C)C.C([OH:32])C>S(=O)(=O)(O)O>[CH2:1]([NH:8][S:9]([C:12]1[C:17]([Cl:18])=[CH:16][CH:15]=[C:14]([N+:19]([O-:21])=[O:20])[C:13]=1[OH:32])(=[O:11])=[O:10])[C:2]1[CH:7]=[CH:6][CH:5]=[CH:4][CH:3]=1. Procedure: A solution of N-benzyl-2-acetyl-6-chloro-3-nitrobenzenesulfonamide (225 mg, 0.59 mmol), 0.1 mL of chlorotrimethylsilane and 2 drops of fuming sulfuric acid in ethanol was heated to reflux for 20 hours. The solvent was evaporated. The residue was diluted with ethyl acetate and washed with water. The organic layer was then dried (Na2SO4) and concentrated to give the desired product (189 mg, 94%). 1H NMR (DMSO-d6): δ 7.92 (d, 1H), 7.18 (m, 5H), 6.93 (d, 1H), 4.15 (s, 2H).